Task: describe an organic reaction: reactants, conditions, products, and yield. Dataset: the Open Reaction Database (ORD), a public repository of structured organic reaction records Starting materials: [Br-], O=C1CCCC1Oc1ccc(Cl)cc1Br, CC(C)(C)[O-], C[P+](c1ccccc1)(c1ccccc1)c1ccccc1, [K+], C1CCOC1. The product is C=C1CCCC1Oc1ccc(Cl)cc1Br. As a reaction SMILES: [Br-:22].[Br:7][c:8]1[c:9]([O:10][CH:11]2[C:12](=[O:16])[CH2:13][CH2:14][CH2:15]2)[cH:17][cH:18][c:19]([Cl:21])[cH:20]1.[CH3:1][C:2]([CH3:3])([O-:4])[CH3:5].[CH3:23][P+:24]([c:25]1[cH:26][cH:27][cH:28][cH:29][cH:30]1)([c:31]1[cH:32][cH:33][cH:34][cH:35][cH:36]1)[c:37]1[cH:38][cH:39][cH:40][cH:41][cH:42]1.[K+:6].[O:43]1[CH2:44][CH2:45][CH2:46][CH2:47]1>>[CH2:1]=[C:12]1[CH:11]([O:10][c:9]2[c:8]([Br:7])[cH:20][c:19]([Cl:21])[cH:18][cH:17]2)[CH2:15][CH2:14][CH2:13]1. The reactants are CN(C=O)C (Dimethylformamide), C(CCC)[Li] (n-Butyllithium), FC=1C=C(C=C(C1)F)NC(OC(C)C)=O (isopropyl 3,5-difluoro-phenylcarbamate), CN(C)CCN(C)C (N,N,N,N-tetramethylethylenediamine). Solvent: C1CCOC1 (THF). Conditions: temperature -20 celsius, time 30 minute. Product: FC=1C=C(C=C(C1C=O)F)NC(OC(C)C)=O (isopropyl 3,5-difluoro-4-formylphenylcarbamate). Reaction SMILES: C([Li])CCC.[F:6][C:7]1[CH:8]=[C:9]([NH:14][C:15](=[O:20])[O:16][CH:17]([CH3:19])[CH3:18])[CH:10]=[C:11]([F:13])[CH:12]=1.CN(CCN(C)C)C.CN(C)[CH:31]=[O:32]>C1COCC1>[F:6][C:7]1[CH:8]=[C:9]([NH:14][C:15](=[O:20])[O:16][CH:17]([CH3:18])[CH3:19])[CH:10]=[C:11]([F:13])[C:12]=1[CH:31]=[O:32]. Reported procedure: n-Butyllithium (2.5M in hexane, 112 mL, 0.279 mol) was added dropwise at −78° C. to a solution of isopropyl 3,5-difluoro-phenylcarbamate (20 g, 0.093 mol) and N,N,N,N-tetramethylethylenediamine (32 mL, 0.214 mol) in 93 mL of THF, and stirred for 30 min. Dimethylformamide (10.8 mL, 0.140 mol) was then added dropwise at −78° C., stirred for 1 h, and allowed to warm to −20° C. The reaction was then quenched with saturated aqueous ammonium chloride (100 mL). The reaction mixture was extracted with e... Reactants: ClC1=C(C=NC2=CC(=C(C=C12)OC)OC)C#N (4-chloro-6,7-dimethoxy-3-quinolinecarbonitrile), Cl.N1=CC=CC=C1 (pyridine hydrochloride), ClC1=CC=C(C(OC)=C1)N (5-chloro-o-anisidine). The solvent is C(C)OCCO (2-ethoxyethanol). The product is ClC=1C=CC(=C(C1)NC1=C(C=NC2=CC(=C(C=C12)OC)OC)C#N)OC (4-(5-Chloro-2-methoxy-phenylamino)-6,7-dimethoxy-quinoline-3-carbonitrile). Yield: 65.0%. Reaction SMILES: Cl[C:2]1[C:11]2[C:6](=[CH:7][C:8]([O:14][CH3:15])=[C:9]([O:12][CH3:13])[CH:10]=2)[N:5]=[CH:4][C:3]=1[C:16]#[N:17].[ClH:18].N1C=CC=CC=1.Cl[C:26]1[CH:33]=[C:30]([O:31][CH3:32])[C:29]([NH2:34])=[CH:28][CH:27]=1>C(OCCO)C>[Cl:18][C:27]1[CH:26]=[CH:33][C:30]([O:31][CH3:32])=[C:29]([NH:34][C:2]2[C:11]3[C:6](=[CH:7][C:8]([O:14][CH3:15])=[C:9]([O:12][CH3:13])[CH:10]=3)[N:5]=[CH:4][C:3]=2[C:16]#[N:17])[CH:28]=1 |f:1.2|. Reported procedure: Using an analogous procedure to that described in Example 367, 248.7 mg (1 mmol) of 4-chloro-6,7-dimethoxy-3-quinolinecarbonitrile in 12 mL of 2-ethoxyethanol and in the presence of 115.6 mg (1 mmol) of pyridine hydrochloride was reacted with 189.1 mg (1.2 mmol) of 5-chloro-o-anisidine to give 240.5 mg (65.0%) of the product as a cream solid, m.p. 200-202° C., mass (electrospray, m/e): M+H 369.9, 371.8. Procedure: The substance is prepared analogously to Example 1 from 2,4-dibenzyloxy-6-methylbenzohydrazide and 3-hydroxymandelic acid in a yield of 47%, m.p. 181-1820 (from Me2COHoEt2O). Product: OC(C(=O)NNC(C1=C(C=C(C=C1C)OCC1=CC=CC=C1)OCC1=CC=CC=C1)=O)C1=CC(=CC=C1)O (N′-[2-hydroxy-2-(3-hydroxyphenyl)acetyl]-2,4-dibenzyloxy-6-methylbenzohydrazide). Starting materials: C(C1=CC=CC=C1)OC1=C(C(=O)NN)C(=CC(=C1)OCC1=CC=CC=C1)C (2,4-dibenzyloxy-6-methylbenzohydrazide), OC=1C=C(C(C(=O)O)O)C=CC1 (3-hydroxymandelic acid). Yield: 47.0%. RXN SMILES: [CH2:1]([O:8][C:9]1[CH:18]=[C:17]([O:19][CH2:20][C:21]2[CH:26]=[CH:25][CH:24]=[CH:23][CH:22]=2)[CH:16]=[C:15]([CH3:27])[C:10]=1[C:11]([NH:13][NH2:14])=[O:12])[C:2]1[CH:7]=[CH:6][CH:5]=[CH:4][CH:3]=1.[OH:28][C:29]1[CH:30]=[C:31]([CH:37]=[CH:38][CH:39]=1)[CH:32]([OH:36])[C:33](O)=[O:34]>>[OH:36][CH:32]([C:31]1[CH:37]=[CH:38][CH:39]=[C:29]([OH:28])[CH:30]=1)[C:33]([NH:14][NH:13][C:11](=[O:12])[C:10]1[C:15]([CH3:27])=[CH:16][C:17]([O:19][CH2:20][C:21]2[CH:26]=[CH:25][CH:24]=[CH:23][CH:22]=2)=[CH:18][C:9]=1[O:8][CH2:1][C:2]1[CH:3]=[CH:4][CH:5]=[CH:6][CH:7]=1)=[O:34]. Starting materials: OC1=CC=C(C(=O)OC)C=C1 (methyl 4-hydroxybenzoate), C(CCCCCCCCCCCCCCCCC)Br (octadecylbromide), C([O-])([O-])=O.[K+].[K+] (potassium carbonate). Solvent: CC(CC)=O (2-butanone). Product: C(CCCCCCCCCCCCCCCCC)OC1=CC=C(C(=O)OC)C=C1 (methyl 4-octadecyloxybenzoate). The yield is 45.4%. RXN SMILES: [OH:1][C:2]1[CH:11]=[CH:10][C:5]([C:6]([O:8][CH3:9])=[O:7])=[CH:4][CH:3]=1.[CH2:12](Br)[CH2:13][CH2:14][CH2:15][CH2:16][CH2:17][CH2:18][CH2:19][CH2:20][CH2:21][CH2:22][CH2:23][CH2:24][CH2:25][CH2:26][CH2:27][CH2:28][CH3:29].C(=O)([O-])[O-].[K+].[K+]>CC(=O)CC>[CH2:29]([O:1][C:2]1[CH:3]=[CH:4][C:5]([C:6]([O:8][CH3:9])=[O:7])=[CH:10][CH:11]=1)[CH2:28][CH2:27][CH2:26][CH2:25][CH2:24][CH2:23][CH2:22][CH2:21][CH2:20][CH2:19][CH2:18][CH2:17][CH2:16][CH2:15][CH2:14][CH2:13][CH3:12] |f:2.3.4|. Procedure: A mixture containing methyl 4-hydroxybenzoate (45.6 g), octadecylbromide (100 g), and potassium carbonate (41.4 g) in 2-butanone (200 ml) was heated at reflux for 16 hours. The solvent was then removed until 125 ml of 2-butanone had been collected. While it was still warm, the remaining material was poured into methanol (400 ml). The product was filtered and recrystallized from 2000 ml of methanol to give methyl 4-octadecyloxybenzoate (55 g). Starting materials: FC(C(=O)NCCC(C1=CC(=CC=C1)C#CC1C(CCCC1)O)O)(F)F (2,2,2-trifluoro-N-(3-hydroxy-3-(3-((2-hydroxycyclohexyl)ethynyl)phenyl)propyl)acetamide), N.CO (NH3 MeOH). The solvent is ClCCl (dichloromethane). Yields the product NCCC(O)C=1C=C(C=CC1)C#CC1C(CCCC1)O (2-((3-(3-amino-1-hydroxypropyl)phenyl)ethynyl)cyclohexanol). RXN SMILES: FC(F)(F)C([NH:5][CH2:6][CH2:7][CH:8]([OH:24])[C:9]1[CH:14]=[CH:13][CH:12]=[C:11]([C:15]#[C:16][CH:17]2[CH2:22][CH2:21][CH2:20][CH2:19][CH:18]2[OH:23])[CH:10]=1)=O.N.CO>ClCCl>[NH2:5][CH2:6][CH2:7][CH:8]([C:9]1[CH:10]=[C:11]([C:15]#[C:16][CH:17]2[CH2:22][CH2:21][CH2:20][CH2:19][CH:18]2[OH:23])[CH:12]=[CH:13][CH:14]=1)[OH:24] |f:1.2|. Procedure details: Deprotection of 2,2,2-trifluoro-N-(3-hydroxy-3-(3-((2-hydroxycyclohexyl)ethynyl)phenyl)propyl)acetamide followed by flash chromatography (10% (7N NH3/MeOH)/dichloromethane) gave 2-((3-(3-amino-1-hydroxypropyl)phenyl)ethynyl)cyclohexanol as a light yellow glassy solid. Yield (0.402 g, 29%): 1H NMR (400 MHz, CDCl3) δ7.44-7.46 (m, 1H), 7.21-7.31 (m, 3H), 4.92 (dd, J=8.8, 3.2 Hz, 1H), 3.47-3.56 (m, 1H), 3.05-3.12 (m, 1H), 3.01 (brs, 4H), 2.90-2.99 (m, 1H), 2.37-2.44 (m, 1H), 2.00-2.09 (m, 2H), 1.81-...